The task is: describe an organic reaction: reactants, conditions, products, and yield. This data is from the Open Reaction Database (ORD), a public repository of structured organic reaction records. Starting materials: Cl (HCl), BrC1=C2C=CN(C2=CC=C1)C[C@@H]1OC(OC1)(C)C (4-bromo-1-((S)-2,2-dimethyl-[1,3]dioxolan-4-ylmethyl)-1H-indole). Isolated yield 95.0%. Product: BrC1=C2C=CN(C2=CC=C1)C[C@@H](CO)O ((S)-3-(4-bromo-indol-1-yl)-propane-1,2-diol). Run at time 8 hour. The solvent is O1CCCC1 (tetrahydrofuran). As a reaction SMILES: Cl.[Br:2][C:3]1[CH:11]=[CH:10][CH:9]=[C:8]2[C:4]=1[CH:5]=[CH:6][N:7]2[CH2:12][C@H:13]1[CH2:17][O:16]C(C)(C)[O:14]1>O1CCCC1>[Br:2][C:3]1[CH:11]=[CH:10][CH:9]=[C:8]2[C:4]=1[CH:5]=[CH:6][N:7]2[CH2:12][C@H:13]([OH:14])[CH2:17][OH:16]. Procedure details: A 2 N aqueous HCl solution (15 ml) was added to a solution of the above mixture (4-bromo-1-((S)-2,2-dimethyl-[1,3]dioxolan-4-ylmethyl)-1H-indole) in tetrahydrofuran (30 ml), and the mixture was stirred at room temperature for eight hours. The reaction mixture was concentrated, and the residue was then diluted with AcOEt. This organic layer was sequentially washed with water (×2) and a saturated aqueous NaCl solution, and then dried and concentrated under reduced pressure. The resulting residue w... Reactants: COC=C1C(=O)NC(=O)c2ccc(Br)cc21, CN(C)C=O, NCc1cc(=O)c(O)co1. The product is O=C1NC(=O)c2ccc(Br)cc2C1=CNCc1cc(=O)c(O)co1. RXN SMILES: [CH3:11][O:12][CH:13]=[C:14]1[C:15](=[O:26])[NH:16][C:17](=[O:25])[c:18]2[cH:19][cH:20][c:21]([Br:24])[cH:22][c:23]21.[CH3:27][N:28]([CH3:29])[CH:30]=[O:31].[NH2:1][CH2:2][c:3]1[o:4][cH:5][c:6]([OH:10])[c:7](=[O:9])[cH:8]1>>[NH:1]([CH2:2][c:3]1[o:4][cH:5][c:6]([OH:10])[c:7](=[O:9])[cH:8]1)[CH:13]=[C:14]1[C:15](=[O:26])[NH:16][C:17](=[O:25])[c:18]2[cH:19][cH:20][c:21]([Br:24])[cH:22][c:23]21. The reactants are ClCCl, Cc1ccc(C(=O)O)cc1-n1cnc(OCc2ccc(F)cc2F)cc1=O, O=C1CCC(=O)N1Br. Product: Cc1ccc(C(=O)O)cc1-n1cnc(OCc2ccc(F)cc2F)c(Br)c1=O. Reaction SMILES: [Cl:36][CH2:37][Cl:38].[F:1][c:2]1[c:3]([CH2:4][O:5][c:6]2[n:7][cH:8][n:9](-[c:13]3[cH:14][c:15]([C:16](=[O:17])[OH:18])[cH:19][cH:20][c:21]3[CH3:22])[c:10](=[O:12])[cH:11]2)[cH:23][cH:24][c:25]([F:27])[cH:26]1.[O:28]=[C:29]1[N:30]([Br:35])[C:31](=[O:32])[CH2:33][CH2:34]1>>[F:1][c:2]1[c:3]([CH2:4][O:5][c:6]2[n:7][cH:8][n:9](-[c:13]3[cH:14][c:15]([C:16](=[O:17])[OH:18])[cH:19][cH:20][c:21]3[CH3:22])[c:10](=[O:12])[c:11]2[Br:35])[cH:23][cH:24][c:25]([F:27])[cH:26]1. Reactants: O=C([O-])[O-], CCOC(=O)c1nc(C)cnc1N, [Cs+], [Cs+], Ic1cccnc1, C1COCCO1, CC1(C)c2cccc(P(c3ccccc3)c3ccccc3)c2Oc2c(P(c3ccccc3)c3ccccc3)cccc21. The product is CCOC(=O)c1nc(C)cnc1Nc1cccnc1. As a reaction SMILES: [C:63](=[O:64])([O-:65])[O-:66].[CH2:1]([CH3:2])[O:3][C:4](=[O:5])[c:6]1[n:7][c:8]([CH3:13])[cH:9][n:10][c:11]1[NH2:12].[Cs+:67].[Cs+:68].[I:14][c:15]1[cH:16][n:17][cH:18][cH:19][cH:20]1.[O:69]1[CH2:70][CH2:71][O:72][CH2:73][CH2:74]1.[c:21]1([P:22]([c:23]2[cH:24][cH:25][cH:26][cH:27][cH:28]2)[c:29]2[c:30]3[c:54]([cH:55][cH:56][cH:57]2)[C:51]([CH3:52])([CH3:53])[c:33]2[c:32]([c:37]([P:38]([c:39]4[cH:40][cH:41][cH:42][cH:43][cH:44]4)[c:45]4[cH:46][cH:47][cH:48][cH:49][cH:50]4)[cH:36][cH:35][cH:34]2)[O:31]3)[cH:58][cH:59][cH:60][cH:61][cH:62]1>>[CH2:1]([CH3:2])[O:3][C:4](=[O:5])[c:6]1[n:7][c:8]([CH3:13])[cH:9][n:10][c:11]1[NH:12][c:15]1[cH:16][n:17][cH:18][cH:19][cH:20]1. The reactants are CN1CCC(CC1)C1=CNC2=CC=C(C=C12)B(O)O (3-(1-methylpiperidin-4-yl)-1H-indole-5-boronic acid), ClC=1NC2=C(N1)C=CC=C2 (2-chlorobenzimidazole), C([O-])([O-])=O.[Na+].[Na+] (sodium carbonate). Reagents/catalysts: C1=CC=C(C=C1)P([C-]2C=CC=C2)C3=CC=CC=C3.C1=CC=C(C=C1)P([C-]2C=CC=C2)C3=CC=CC=C3.Cl[Pd]Cl.[Fe+2].C(Cl)Cl (Pd(dppf)Cl2 CH2Cl2). Solvent: O1CCCC1 (tetrahydrofuran). Product: N1=C(NC2=C1C=CC=C2)C=2C=C1C(=CNC1=CC2)C2CCN(CC2)C (5-(Benzimidazol-2-yl)-3-(1-Methylpiperidin-4-yl)-1H-Indole). Yield: 42.8%. As a reaction SMILES: [CH3:1][N:2]1[CH2:7][CH2:6][CH:5]([C:8]2[C:16]3[C:11](=[CH:12][CH:13]=[C:14](B(O)O)[CH:15]=3)[NH:10][CH:9]=2)[CH2:4][CH2:3]1.Cl[C:21]1[NH:22][C:23]2[CH:29]=[CH:28][CH:27]=[CH:26][C:24]=2[N:25]=1.C(=O)([O-])[O-].[Na+].[Na+]>O1CCCC1.C1C=CC(P(C2C=CC=CC=2)[C-]2C=CC=C2)=CC=1.C1C=CC(P(C2C=CC=CC=2)[C-]2C=CC=C2)=CC=1.Cl[Pd]Cl.[Fe+2].C(Cl)Cl>[N:22]1[C:23]2[CH:29]=[CH:28][CH:27]=[CH:26][C:24]=2[NH:25][C:21]=1[C:14]1[CH:15]=[C:16]2[C:11](=[CH:12][CH:13]=1)[NH:10][CH:9]=[C:8]2[CH:5]1[CH2:6][CH2:7][N:2]([CH3:1])[CH2:3][CH2:4]1 |f:2.3.4,6.7.8.9.10|. Procedure: The title compound was prepared by the procedure of Example 14, beginning with 3-(1-methylpiperidin-4-yl)-1H-indole-5-boronic acid (0.250 g, 0.97 mmol), 2-chlorobenzimidazole (0.140 g, 0.92 mmol), Pd(dppf)Cl2 CH2Cl2 (0.023 g, 0.028 mmol), and 2M aqueous sodium carbonate solution (2 mL) in 6 mL of tetrahydrofuran to give 0.130 g (43%) of the title compound as an amorphous tan solid. FDMS m/e=330 (M+). EA calculated for C21H22N4.¾ H2O C, 73.33; H, 6.89; N, 16.29. Found: C, 73.79; H, 6.66; N, 16.08... The reactants are ClC=1C(=NC=NC1Cl)N (5,6-dichloropyrimidin-4-amine), NCC1CCN(CC1)C(=O)OC(C)(C)C (tert-butyl 4-(aminomethyl)piperidine-1-carboxylate), O(C1=CC=CC=C1)C1=CC=C(C=C1)B(O)O ((4-phenoxyphenyl)boronic acid), C(C=C)(=O)Cl (acryloyl chloride). Product: NC1=C(C(=NC=N1)NCC1CCN(CC1)C(C=C)=O)C1=CC=C(C=C1)OC1=CC=CC=C1 (1-(4-(((6-amino-5-(4-phenoxyphenyl)pyrimidin-4-yl)amino)methyl)piperidin-1-yl)prop-2-en-1-one). Reaction SMILES: Cl[C:2]1[C:3]([NH2:9])=[N:4][CH:5]=[N:6][C:7]=1Cl.[NH2:10][CH2:11][CH:12]1[CH2:17][CH2:16][N:15]([C:18]([O:20]C(C)(C)C)=O)[CH2:14][CH2:13]1.[O:25]([C:32]1[CH:37]=[CH:36][C:35](B(O)O)=[CH:34][CH:33]=1)[C:26]1[CH:31]=[CH:30][CH:29]=[CH:28][CH:27]=1.[C:41](Cl)(=O)[CH:42]=C>>[NH2:9][C:3]1[N:4]=[CH:5][N:6]=[C:7]([NH:10][CH2:11][CH:12]2[CH2:13][CH2:14][N:15]([C:18](=[O:20])[CH:41]=[CH2:42])[CH2:16][CH2:17]2)[C:2]=1[C:29]1[CH:30]=[CH:31][C:26]([O:25][C:32]2[CH:37]=[CH:36][CH:35]=[CH:34][CH:33]=2)=[CH:27][CH:28]=1. Procedure: 1-(4-(((6-amino-5-(4-phenoxyphenyl)pyrimidin-4-yl)amino)methyl)piperidin-1-yl)prop-2-en-1-one was prepared from 5,6-dichloropyrimidin-4-amine, tert-butyl 4-(aminomethyl)piperidine-1-carboxylate, (4-phenoxyphenyl)boronic acid and acryloyl chloride in four steps according to Scheme 2 (using Method B/I, Method C, Method D, and Method F). HPLC purity 97%, RT=3.665 min; MS: m/z=430 [M+H]+, RT=1.53 min. 1H-NMR (DMSO-d6) δ 7.93 (s, 1H), 7.40 (t, 2H), 7.21-7.08 (m, 8H), 6.76 (dd, 1H), 6.04 (d, 1H), 5.61... The reactants are OC=1C=CC=2N(C1)N=C(N2)NC(=O)C2CC2 (N-(6-hydroxy[1,2,4]triazolo[1,5-a]pyridin-2-yl)cyclopropanecarboxamide), FC1=C(C=C(C=C1)[N+](=O)[O-])F (1,2-difluoro-4-nitrobenzene), C([O-])([O-])=O.[Cs+].[Cs+] (cesium carbonate). Solvent: CS(=O)C (dimethyl sulfoxide). Run at time 17 hour. Yields the product FC1=C(OC=2C=CC=3N(C2)N=C(N3)NC(=O)C3CC3)C=CC(=C1)[N+](=O)[O-] (N-[6-(2-fluoro-4-nitrophenoxy)[1,2,4]triazolo[1,5-a]pyridin-2-yl]cyclopropanecarboxamide). The yield is 45.8%. As a reaction SMILES: [OH:1][C:2]1[CH:3]=[CH:4][C:5]2[N:6]([N:8]=[C:9]([NH:11][C:12]([CH:14]3[CH2:16][CH2:15]3)=[O:13])[N:10]=2)[CH:7]=1.F[C:18]1[CH:23]=[CH:22][C:21]([N+:24]([O-:26])=[O:25])=[CH:20][C:19]=1[F:27].C(=O)([O-])[O-].[Cs+].[Cs+]>CS(C)=O>[F:27][C:19]1[CH:20]=[C:21]([N+:24]([O-:26])=[O:25])[CH:22]=[CH:23][C:18]=1[O:1][C:2]1[CH:3]=[CH:4][C:5]2[N:6]([N:8]=[C:9]([NH:11][C:12]([CH:14]3[CH2:15][CH2:16]3)=[O:13])[N:10]=2)[CH:7]=1 |f:2.3.4|. Reported procedure: To a solution of N-(6-hydroxy[1,2,4]triazolo[1,5-a]pyridin-2-yl)cyclopropanecarboxamide (2 g, 9.16 mmol) and 1,2-difluoro-4-nitrobenzene (1.46 g, 9.16 mmol) in dimethyl sulfoxide (20 mL) was added cesium carbonate (4.48 g, 13.7 mmol), and the mixture was stirred at room temperature for 17 hr. The reaction mixture was filtered through celite, and the filtrate was diluted with water and ethyl acetate, and extracted twice with ethyl acetate. The combined organic layer was washed with saturated brin...